From a dataset of the Open Reaction Database (ORD), a public repository of structured organic reaction records. describe an organic reaction: reactants, conditions, products, and yield Reactants: C([O-])(O)=O.[Na+] (sodium bicarbonate), C(C)(C)(C)OC(NCCO/N=C/C1=C(C(=C(C(=C1)C(NOCCO)=O)NC1=C(C=C(C=C1)I)F)F)F)=O ((E)-{2-[2,3-difluoro-4-(2-fluoro-4-iodo-phenylamino)-5-(2-hydroxy-ethoxycarbamoyl)-benzylideneaminooxy]-ethyl}-carbamic acid tert-butyl ester), Cl (HCl). The solvent is C(C)(=O)OCC (ethyl acetate), C(C)(=O)OCC (ethyl acetate). Run at time 1.5 hour. Yields the product NCCO\N=C\C=1C(=C(C(=C(C(=O)NOCCO)C1)NC1=C(C=C(C=C1)I)F)F)F ((E)-5-[(2-amino-ethoxyimino)-methyl]-3,4-difluoro-2-(2-fluoro-4-iodo-phenylamino)-N-(2-hydroxy-ethoxy)-benzamide). Yield: 10.4%. RXN SMILES: C(OC(=O)[NH:7][CH2:8][CH2:9][O:10]/[N:11]=[CH:12]/[C:13]1[CH:18]=[C:17]([C:19](=[O:25])[NH:20][O:21][CH2:22][CH2:23][OH:24])[C:16]([NH:26][C:27]2[CH:32]=[CH:31][C:30]([I:33])=[CH:29][C:28]=2[F:34])=[C:15]([F:35])[C:14]=1[F:36])(C)(C)C.Cl.C(=O)(O)[O-].[Na+]>C(OCC)(=O)C>[NH2:7][CH2:8][CH2:9][O:10]/[N:11]=[CH:12]/[C:13]1[C:14]([F:36])=[C:15]([F:35])[C:16]([NH:26][C:27]2[CH:32]=[CH:31][C:30]([I:33])=[CH:29][C:28]=2[F:34])=[C:17]([CH:18]=1)[C:19]([NH:20][O:21][CH2:22][CH2:23][OH:24])=[O:25] |f:2.3|. Procedure: To a solution of {2-[2,3-difluoro-4-(2-fluoro-4-iodo-phenylamino)-5-(2-hydroxy-ethoxycarbamoyl)-benzylideneaminooxy]-ethyl}-carbamic acid tert-butyl ester (55 mg, 0.31 mmol) prepared in Step B in ethyl acetate (5 ml) was added 1 N HCl solution in ethyl acetate (1 ml), and the mixture was stirred at room temperature for 1.5 hours. After completion of the reaction, the reaction mixture was neutralized with saturated solution of sodium bicarbonate (50 ml), and extracted with ethyl acetate (3×100 ml... Procedure: A stirred solution of 5-chloro-2-methylbenzoic acid (1 mmol) in cone. H2SO4 (2 mL) was cooled to −10° C. and nitrating mixture (0.4 mL of conc. H2SO4+0.1 mL of conc. HNO3) was added to it in dropwise manner. The reaction mixture was stirred at the same temperature for 20 min then warmed to room temperature. The solid precipitate was filtered and dried to obtain 5-chloro-2-methyl-3-nitrobenzoic acid which was used in next step without further purification (yield 60-70%). RXN SMILES: [Cl:1][C:2]1[CH:3]=[CH:4][C:5]([CH3:11])=[C:6]([CH:10]=1)[C:7]([OH:9])=[O:8].OS(O)(=O)=O.[N+:17]([O-])([OH:19])=[O:18]>>[Cl:1][C:2]1[CH:3]=[C:4]([N+:17]([O-:19])=[O:18])[C:5]([CH3:11])=[C:6]([CH:10]=1)[C:7]([OH:9])=[O:8]. Product: ClC=1C=C(C(=C(C(=O)O)C1)C)[N+](=O)[O-] (5-chloro-2-methyl-3-nitrobenzoic acid). Run at time 20 minute. Reactants: ClC=1C=CC(=C(C(=O)O)C1)C (5-chloro-2-methylbenzoic acid), OS(=O)(=O)O (H2SO4), OS(=O)(=O)O (H2SO4), [N+](=O)(O)[O-] (HNO3). Isolated yield 60.0%. The reactants are CN1CCOCC1 (N-methylmorpholine), [N+](=[N-])=C (diazomethane), C(=O)(OC(C)(C)C)N[C@@H](CCCC)C(=O)O (Boc-Norleucine), ClC(=O)OCC(C)C (isobutyl chloroformate). Run in CCOCC (Et2O), C(C)(=O)OCC (ethyl acetate), C(C)OCC (diethylether). Run at temperature -25 celsius, time 15 minute. Yields the product C(CCC)[C@@H](C(C=[N+]=[N-])=O)NC(OC(C)(C)C)=O ((S)-(1-Butyl-3-diazo-2-oxopropyl)carbamic acid, 1.1-Dimethylethyl Ester). Reaction SMILES: [C:1]([NH:8][C@H:9]([C:14]([OH:16])=O)[CH2:10][CH2:11][CH2:12][CH3:13])([O:3][C:4]([CH3:7])([CH3:6])[CH3:5])=[O:2].CN1CCOCC1.ClC(OCC(C)C)=O.[N+:32](=[CH2:34])=[N-:33]>C(OCC)(=O)C.C(OCC)C>[CH2:10]([C@H:9]([NH:8][C:1](=[O:2])[O:3][C:4]([CH3:5])([CH3:6])[CH3:7])[C:14](=[O:16])[CH:34]=[N+:32]=[N-:33])[CH2:11][CH2:12][CH3:13]. Reported procedure: A solution of Boc-Norleucine (6.9 g, 30 mmol) in ethyl acetate (EtOAc) (80 mL) was cooled to -25° C. and N-methylmorpholine (3.3 mL, 30 mmol) was added followed by isobutyl chloroformate (4.2 mL, 32 mmol). The mixture was stirred for 15 minutes at -25° C. and diethylether (Et2O) (50 mL) was then added. After cooling the mixture to -50° C., the white precipitate was filtered under N2 and the cold filtrate was treated with a solution of diazomethane in Et2O (130 mL, 0.4 M, 52 mmol). The mixture wa... Reactants: C1(=CC=CC=C1)S(=O)(=O)N1C(=CC=2C1=NC=C(C2)S(=O)(=O)C)C2=NC=CC=C2 (1-benzenesulfonyl-5-methanesulfonyl-2-(2-pyridyl)-1H-pyrrolo[2,3-b]pyridine), [OH-].[K+] (potassium hydroxide), O (water). Solvent: CO (methanol). The product is CS(=O)(=O)C=1C=C2C(=NC1)NC(=C2)C2=NC=CC=C2 (5-methanesulfonyl-2-(2-pyridyl)-1H-pyrrolo[2,3-b]pyridine). Isolated yield 95.5%. RXN SMILES: C1(S([N:10]2[C:14]3=[N:15][CH:16]=[C:17]([S:19]([CH3:22])(=[O:21])=[O:20])[CH:18]=[C:13]3[CH:12]=[C:11]2[C:23]2[CH:28]=[CH:27][CH:26]=[CH:25][N:24]=2)(=O)=O)C=CC=CC=1.[OH-].[K+].O>CO>[CH3:22][S:19]([C:17]1[CH:18]=[C:13]2[CH:12]=[C:11]([C:23]3[CH:28]=[CH:27][CH:26]=[CH:25][N:24]=3)[NH:10][C:14]2=[N:15][CH:16]=1)(=[O:21])=[O:20] |f:1.2|. Procedure: To a solution of the compound obtained in Example 5 (3) (3.8 mg) in methanol (0.5 ml), a 1N aqueous potassium hydroxide solution (2 ml) was added and the mixture was heated under reflux for 2 hours. After completion of the reaction, the reaction solution was poured into water, extracted with chloroform, washed with a saturated aqueous NaCl solution, dried over anhydrous sodium sulfate, filtered and concentrated under reduced pressure. The residue was poured into a phosphorate buffer (pH 7.0), ex... Starting materials: CC(C)(C)[Si](C)(C)Cl, CCCCCCCCCCCC1CC(O)C(CCCCCC)C(=O)O1, CN(C)C=O. The product is CCCCCCCCCCCC1CC(O[Si](C)(C)C(C)(C)C)C(CCCCCC)C(=O)O1. As a reaction SMILES: [C:26]([CH3:27])([CH3:28])([CH3:29])[Si:30]([Cl:31])([CH3:32])[CH3:33].[CH2:1]([CH2:2][CH2:3][CH2:4][CH2:5][CH3:6])[CH:7]1[C:8](=[O:25])[O:9][CH:10]([CH2:14][CH2:15][CH2:16][CH2:17][CH2:18][CH2:19][CH2:20][CH2:21][CH2:22][CH2:23][CH3:24])[CH2:11][CH:12]1[OH:13].[O:34]=[CH:35][N:36]([CH3:37])[CH3:38]>>[CH2:1]([CH2:2][CH2:3][CH2:4][CH2:5][CH3:6])[CH:7]1[C:8](=[O:25])[O:9][CH:10]([CH2:14][CH2:15][CH2:16][CH2:17][CH2:18][CH2:19][CH2:20][CH2:21][CH2:22][CH2:23][CH3:24])[CH2:11][CH:12]1[O:13][Si:30]([C:26]([CH3:27])([CH3:28])[CH3:29])([CH3:32])[CH3:33].